This data is from the Open Reaction Database (ORD), a public repository of structured organic reaction records. The task is: describe an organic reaction: reactants, conditions, products, and yield The reactants are ClCC(=O)O[C@H]1[C@H](OCC2=CC=CC=C2)O[C@@H]([C@H]([C@@H]1OC(C(C)(C)C)=O)F)COC(C(C)(C)C)=O (Benzyl 2-O-chloroacetyl-4-deoxy-4-fluoro-3,6-di-O-pivaloyl-β-D-glucopyranoside), C[O-].[Na+] (sodium methoxide). The solvent is CO (methanol). Conditions: temperature -15 celsius. The product is F[C@H]1[C@@H]([C@H]([C@H](OCC2=CC=CC=C2)O[C@@H]1COC(C(C)(C)C)=O)O)OC(C(C)(C)C)=O (Benzyl 4-deoxy-4-fluoro-3,6-di-O-pivaloyl-β-D-glucopyranoside). Yield: 74.0%. As a reaction SMILES: ClCC([O:5][C@@H:6]1[C@@H:19]([O:20][C:21](=[O:26])[C:22]([CH3:25])([CH3:24])[CH3:23])[C@H:18]([F:27])[C@@H:17]([CH2:28][O:29][C:30](=[O:35])[C:31]([CH3:34])([CH3:33])[CH3:32])[O:16][C@H:7]1[O:8][CH2:9][C:10]1[CH:15]=[CH:14][CH:13]=[CH:12][CH:11]=1)=O.C[O-].[Na+]>CO>[F:27][C@@H:18]1[C@@H:17]([CH2:28][O:29][C:30](=[O:35])[C:31]([CH3:34])([CH3:33])[CH3:32])[O:16][C@@H:7]([O:8][CH2:9][C:10]2[CH:11]=[CH:12][CH:13]=[CH:14][CH:15]=2)[C@H:6]([OH:5])[C@H:19]1[O:20][C:21](=[O:26])[C:22]([CH3:25])([CH3:24])[CH3:23] |f:1.2|. Reported procedure: Compound (20) (625 mg, 1.21 mmols) was dissolved in methanol (24.2 ml), and sodium methoxide (13.1 mg, 0.6 mmol) was added to the solution with stirring under an argon stream at −15° C. Disappearance of the material was confirmed by TLC 30 minutes later, and the reaction mixture was neutralized (pH 6-7) with a cation-exchange resin IR-120(+). After the resin was filtered off, the filtrate was concentrated in a vacuum. The residue was purified by silica gel chromatography (ethyl acetate:hexane=1:... Reactants: Brc1cnc2[nH]nc(I)c2c1, CC(C)(C)C(=O)OCCl, [H-], [Na+]. Product: CC(C)(C)C(=O)OCn1nc(I)c2cc(Br)cnc21. RXN SMILES: [Br:1][c:2]1[cH:3][c:4]2[c:5]([n:6][cH:7]1)[nH:8][n:9][c:10]2[I:11].[C:14]([C:15]([CH3:16])([CH3:17])[CH3:18])(=[O:19])[O:20][CH2:21][Cl:22].[H-:12].[Na+:13]>>[Br:1][c:2]1[cH:3][c:4]2[c:5]([n:6][cH:7]1)[n:8]([CH2:21][O:20][C:14]([C:15]([CH3:16])([CH3:17])[CH3:18])=[O:19])[n:9][c:10]2[I:11]. The reactants are O (water), IN1C(CCC1=O)=O (N-iodosuccinimide), O1CCC=C1 (dihydrofuran), C(C#C)O (propargyl alcohol). The solvent is C(Cl)Cl (CH2Cl2), C(Cl)Cl (CH2Cl2). Conditions: temperature 24 celsius, time 2 hour. Product: C(C#C)O[C@@H]1OCC[C@H]1I (Trans-2-(propargyloxy)-3-iodotetrahydrofuran). The yield is 91.7%. As a reaction SMILES: [I:1]N1C(=O)CCC1=O.[O:9]1[CH:13]=[CH:12][CH2:11][CH2:10]1.[CH2:14]([OH:17])[C:15]#[CH:16].O>C(Cl)Cl>[CH2:14]([O:17][C@H:13]1[C@H:12]([I:1])[CH2:11][CH2:10][O:9]1)[C:15]#[CH:16]. Procedure details: To a stirred, ice cold suspension of 15 g (66.6 mmol) of N-iodosuccinimide in 150 mL of CH2Cl2 was added a mixture of dihydrofuran (66.6 mmol, 4.67 g, 5.1 mL) and propargyl alcohol (100 mmol, 5.0 g, 5.2 mL) in 50 mL of CH2Cl2 over 20 min. After warming to 24° C. with stirring over 2 hours, 200 mL of water was added and the stirring was continued for 1 hour. The layers were separated and the aqueous layer extracted with 2×100 mL of CH2Cl2. The combined organic extracts were washed with a brine so... Starting materials: ClC1=NC=CC2=C(C=CC=C12)[N+](=O)[O-] (1-chloro-5-nitroisoquinoline), FC1=C(C=C(C=C1)O)C(F)(F)F (4-fluoro-3-(trifluoromethyl)phenol), C(=O)([O-])[O-].[K+].[K+] (K2CO3). Solvent: CC#N (CH3CN). Yields the product FC1=C(C=C(OC2=NC=CC3=C(C=CC=C23)[N+](=O)[O-])C=C1)C(F)(F)F (1-(4-fluoro-3-(trifluoromethyl)phenoxy)-5-nitroisoquinoline). Isolated yield 101.4%. As a reaction SMILES: Cl[C:2]1[C:11]2[C:6](=[C:7]([N+:12]([O-:14])=[O:13])[CH:8]=[CH:9][CH:10]=2)[CH:5]=[CH:4][N:3]=1.[F:15][C:16]1[CH:21]=[CH:20][C:19]([OH:22])=[CH:18][C:17]=1[C:23]([F:26])([F:25])[F:24].C([O-])([O-])=O.[K+].[K+]>CC#N>[F:15][C:16]1[CH:21]=[CH:20][C:19]([O:22][C:2]2[C:11]3[C:6](=[C:7]([N+:12]([O-:14])=[O:13])[CH:8]=[CH:9][CH:10]=3)[CH:5]=[CH:4][N:3]=2)=[CH:18][C:17]=1[C:23]([F:24])([F:25])[F:26] |f:2.3.4|. Reported procedure: The title compound was prepared following the procedure described in Intermediate-6, step-1 using 1-chloro-5-nitroisoquinoline (Step-1, Intermediate-1, 500 mg, 2.38 mmol), 4-fluoro-3-(trifluoromethyl)phenol (859 mg, 4.77 mmol) and K2CO3 (821 mg, 5.95 mmol) in CH3CN (5 mL) to afford 850 mg of the title product. 1H NMR (300 MHz, DMSO d6): δ 8.84 (d, J=8.4 Hz, 1H), 8.71 (d, J=7.8 Hz, 1H), 8.19 (d, J=6.3 Hz, 1H), 8.01-7.92 (m, 2H), 7.87 (m, 1H), 7.76 (m, 1H), 7.66 (t, J=9.6 Hz, 1H); MS (m/z): 353.20... Starting materials: C(C1=CC=CC=C1)OC(=O)CSC=1C[C@H]2N(C1C(=O)OCC1=CC=C(C=C1)[N+](=O)[O-])C(C2C(C)OC(C)=O)=O (p-nitrobenzyl 2-benzyloxycarbonylmethylthio-6-(1-acetoxy)ethyl-carbapen-2-em-3-carboxylate), C([O-])(O)=O.[Na+] (sodium bicarbonate). The reagents and catalysts are [Pd] (palladium on charcoal). The solvent is O (water), O1CCOCC1 (dioxane), C(C)O (ethanol), O (water). The product is C(C1=CC=CC=C1)OC(=O)CSC=1C[C@H]2N(C1C(=O)[O-])C(C2C(C)OC(C)=O)=O.[Na+] (Sodium 2-benzyloxycarbonylmethylthio-6-(1-acetoxy)ethyl-carbapen-2-em-3-carboxylate). Reaction SMILES: [CH2:1]([O:8][C:9]([CH2:11][S:12][C:13]1[CH2:14][C@@H:15]2[CH:32]([CH:33]([O:35][C:36](=[O:38])[CH3:37])[CH3:34])[C:31](=[O:39])[N:16]2[C:17]=1[C:18]([O:20]CC1C=CC([N+]([O-])=O)=CC=1)=[O:19])=[O:10])[C:2]1[CH:7]=[CH:6][CH:5]=[CH:4][CH:3]=1.C(=O)(O)[O-].[Na+:44]>O1CCOCC1.C(O)C.O.[Pd]>[CH2:1]([O:8][C:9]([CH2:11][S:12][C:13]1[CH2:14][C@@H:15]2[CH:32]([CH:33]([O:35][C:36](=[O:38])[CH3:37])[CH3:34])[C:31](=[O:39])[N:16]2[C:17]=1[C:18]([O-:20])=[O:19])=[O:10])[C:2]1[CH:7]=[CH:6][CH:5]=[CH:4][CH:3]=1.[Na+:44] |f:1.2,7.8|. Procedure: A solution of p-nitrobenzyl 2-benzyloxycarbonylmethylthio-6-(1-acetoxy)ethyl-carbapen-2-em-3-carboxylate (5.6 mg, 0.01 mmol) in dioxane (0.60 ml) is diluted with ethanol (0.05 ml) and water (0.35 ml) containing sodium bicarbonate (1.0 mg, 0.012 mmol). The solution is treated with 10% palladium on charcoal (5.5 mg) and hydrogenated at 40 psi for 30 minutes. The mixture is diluted with water (3 ml) and centrifuged to remove the catalyst which is washed with more water (2×1 ml). The combined aqueou... Reactants: C(=O)(C(F)(F)F)O (TFA), BrC1=C(C=C(C=C1)C=1C=NC=2N(C1)C(=CN2)C2(CC2)C=2C=C1C=CC=NC1=CC2)F (6-{1-[6-(4-bromo-3-fluorophenyl)imidazo[1,2-a]pyrimidin-3-yl]cyclopropyl}quinoline). Product: FC1=C(C=CC(=C1)C=1C=NC=2N(C1)C(=CN2)C2(CC2)C=2C=C1C=CC=NC1=CC2)C=2C=CC(=NC2)C(=O)N(C)C (5-{2-Fluoro-4-[3-(1-quinolin-6-ylcyclopropyl)imidazo[1,2-a]pyrimidin-6-yl]phenyl}-N,N-dimethylpyridine-2-carboxamide). RXN SMILES: [C:1](O)([C:3](F)(F)F)=[O:2].Br[C:9]1[CH:14]=[CH:13][C:12]([C:15]2[CH:16]=[N:17][C:18]3[N:19]([C:21]([C:24]4([C:27]5[CH:28]=[C:29]6[C:34](=[CH:35][CH:36]=5)[N:33]=[CH:32][CH:31]=[CH:30]6)[CH2:26][CH2:25]4)=[CH:22][N:23]=3)[CH:20]=2)=[CH:11][C:10]=1[F:37]>>[F:37][C:10]1[CH:11]=[C:12]([C:15]2[CH:16]=[N:17][C:18]3[N:19]([C:21]([C:24]4([C:27]5[CH:28]=[C:29]6[C:34](=[CH:35][CH:36]=5)[N:33]=[CH:32][CH:31]=[CH:30]6)[CH2:26][CH2:25]4)=[CH:22][N:23]=3)[CH:20]=2)[CH:13]=[CH:14][C:9]=1[C:15]1[CH:12]=[CH:11][C:3]([C:1]([N:19]([CH3:20])[CH3:18])=[O:2])=[N:17][CH:16]=1. Reported procedure: This compound was prepared as a TFA salt starting from 6-{1-[6-(4-bromo-3-fluorophenyl)imidazo[1,2-a]pyrimidin-3-yl]cyclopropyl}quinoline using procedures analogous to those for Example 85. LCMS: (M+H)=529.0. Reactants: NCCNCC1=NC=C(C(=N1)C1=C(C=C(C=C1)Cl)Cl)C=1NC=CN1 ((2-aminoethyl)[4-(2,4-dichlorophenyl)-5-imidazolylpyrimidin-2-yl]methylamine), ClC1=NC=C(C=C1)C#N (2-chloro-5-cyanopyridine). Yields the product ClC1=C(C=CC(=C1)Cl)C1=NC(=NC=C1C=1NC=CN1)CNCCNC1=NC=C(C=C1)C#N ([4-(2,4-dichlorophenyl)-5-imidazolylpyrimidin-2-yl]methyl {2-[(5-cyano(2-pyridyl))amino]ethyl}amine). Reaction SMILES: [NH2:1][CH2:2][CH2:3][NH:4][CH2:5][C:6]1[N:11]=[C:10]([C:12]2[CH:17]=[CH:16][C:15]([Cl:18])=[CH:14][C:13]=2[Cl:19])[C:9]([C:20]2[NH:21][CH:22]=[CH:23][N:24]=2)=[CH:8][N:7]=1.Cl[C:26]1[CH:31]=[CH:30][C:29]([C:32]#[N:33])=[CH:28][N:27]=1>>[Cl:19][C:13]1[CH:14]=[C:15]([Cl:18])[CH:16]=[CH:17][C:12]=1[C:10]1[C:9]([C:20]2[NH:24][CH:23]=[CH:22][N:21]=2)=[CH:8][N:7]=[C:6]([CH2:5][NH:4][CH2:3][CH2:2][NH:1][C:26]2[CH:31]=[CH:30][C:29]([C:32]#[N:33])=[CH:28][N:27]=2)[N:11]=1. Procedure details: Using the procedure described above in Example 139, reaction of (2-aminoethyl)[4-(2,4-dichlorophenyl)-5-imidazolylpyrimidin-2-yl]methylamine and 2-chloro-5-cyanopyridine were reacted to afford [4-(2,4-dichlorophenyl)-5-imidazolylpyrimidin-2-yl]methyl {2-[(5-cyano(2-pyridyl))amino]ethyl}amine.